This data is from the Open Reaction Database (ORD), a public repository of structured organic reaction records. The task is: describe an organic reaction: reactants, conditions, products, and yield The reactants are [N+](=[N-])=C (diazomethane), ( R ), 6(R),10-trimethylundecanoic acid methyl ester, C[C@@H](C(=O)O)CCC[C@@H](CCCC(C)C)C (2(R),6(R),10-trimethylundecanoic acid), crude product, CHCl. The solvent is CCOCC (ether). The product is COC([C@@H](CCC[C@@H](CCCC(C)C)C)C)=O (2(R),6(R),10-trimethylundecanoic acid methyl ester). Reaction SMILES: [CH3:1][C@H:2]([CH2:6][CH2:7][CH2:8][C@H:9]([CH3:16])[CH2:10][CH2:11][CH2:12][CH:13]([CH3:15])[CH3:14])[C:3]([OH:5])=[O:4].[N+](=[CH2:19])=[N-]>CCOCC>[CH3:19][O:4][C:3](=[O:5])[C@H:2]([CH3:1])[CH2:6][CH2:7][CH2:8][C@H:9]([CH3:16])[CH2:10][CH2:11][CH2:12][CH:13]([CH3:15])[CH3:14]. Reported procedure: 2(R),6(R),10-trimethylundecanoic acid (270 mg., [α]D25 -8.64°) was dissolved in ether and treated with an excess of etheral solution of diazomethane at 23° C. for 2.0 hour. The crude product was subjected to evaporative distillation at 98°-101°/0.15 mm Hg to give 247 mg. of 2(R), 6(R),10-trimethylundecanoic acid methyl ester as a colorless oil, [α]D25 - 11.30° (c 1.1065, CHCl 3). Starting materials: ClC1=CC=C(C=C1)CC(=O)NNC(C1=CC(=C(C=C1)C)O)=O (3-hydroxy-4-methyl-benzoic acid N′-[2-(4-chloro-phenyl)-acetyl]-hydrazide), C(C)(C)N(CC)C(C)C (diisopropylethylamine), C1(=CC=CC=C1)P(C1=CC=CC=C1)C1=CC=CC=C1 (triphenylphosphine), ClC(C(Cl)(Cl)Cl)(Cl)Cl (hexachloroethane). The solvent is C(C)#N (acetonitrile). Reaction conditions: time 5 minute. Product: ClC1=CC=C(CC2=NN=C(O2)C=2C=CC(=C(C2)O)C)C=C1 (5-[5-(4-Chloro-benzyl)-[1,3,4]-oxadiazol-2-yl]-2-methyl-phenol). Reaction SMILES: [Cl:1][C:2]1[CH:7]=[CH:6][C:5]([CH2:8][C:9]([NH:11][NH:12][C:13](=[O:22])[C:14]2[CH:19]=[CH:18][C:17]([CH3:20])=[C:16]([OH:21])[CH:15]=2)=O)=[CH:4][CH:3]=1.C(N(C(C)C)CC)(C)C.C1(P(C2C=CC=CC=2)C2C=CC=CC=2)C=CC=CC=1.ClC(Cl)(Cl)C(Cl)(Cl)Cl>C(#N)C>[Cl:1][C:2]1[CH:3]=[CH:4][C:5]([CH2:8][C:9]2[O:22][C:13]([C:14]3[CH:19]=[CH:18][C:17]([CH3:20])=[C:16]([OH:21])[CH:15]=3)=[N:12][N:11]=2)=[CH:6][CH:7]=1. Procedure: To a solution of 3-hydroxy-4-methyl-benzoic acid N′-[2-(4-chloro-phenyl)-acetyl]-hydrazide (0.91 g, 2.85 mmol) (from Example 39 supra) in acetonitrile (20 mL) was added diisopropylethylamine (3.0 mL, 17.1 mmol) and triphenylphosphine (1.50 g, 5.70 mmol). After stirring 5 minutes, hexachloroethane (1.01 g, 4.28 mmol) (Aldrich) was added and the mixture was allowed to stir for 2 days at room temperature. The solvent was evaporated. The residue was partitioned between ethyl acetate and water. The a... Starting materials: CC(=O)O, COc1cc(NC(C)=O)c(Cl)cc1C(=O)NC1CCN(CC2CCCCC2)CC1, OO. Product: COc1cc(NC(C)=O)c(Cl)cc1C(=O)[NH+]([O-])C1CCN(CC2CCCCC2)CC1. Reaction SMILES: [CH3:32][C:33](=[O:34])[OH:35].[CH:1]1([CH2:7][N:8]2[CH2:9][CH2:10][CH:11]([NH:14][C:15]([c:16]3[c:17]([O:27][CH3:28])[cH:18][c:19]([NH:23][C:24]([CH3:25])=[O:26])[c:20]([Cl:22])[cH:21]3)=[O:29])[CH2:12][CH2:13]2)[CH2:2][CH2:3][CH2:4][CH2:5][CH2:6]1.[OH:30][OH:31]>>[CH:1]1([CH2:7][N:8]2[CH2:9][CH2:10][CH:11]([NH+:14]([C:15]([c:16]3[c:17]([O:27][CH3:28])[cH:18][c:19]([NH:23][C:24]([CH3:25])=[O:26])[c:20]([Cl:22])[cH:21]3)=[O:29])[O-:30])[CH2:12][CH2:13]2)[CH2:2][CH2:3][CH2:4][CH2:5][CH2:6]1. Reactants: COC1=C(C=CC(=C1)C=C)C1=CC=C(C=C1)C(=O)OC (methyl 2′-methoxy-4′-vinyl-1,1′-biphenyl-4-carboxylate), B (borane), C([O-])([O-])=O.[Na+].[Na+] (sodium carbonate), OO (hydrogen peroxide). Run in C1CCOC1 (THF), C1CCOC1 (THF), C(C)(=O)OCC (ethyl acetate). Reaction conditions: temperature 60 celsius. The product is OCCC1=CC(=C(C=C1)C1=CC=C(C=C1)C(=O)OC)OC (methyl 4′-(2-hydroxyethyl)-2′-methoxy-1,1′-biphenyl-4-carboxylate). As a reaction SMILES: [CH3:1][O:2][C:3]1[CH:8]=[C:7]([CH:9]=[CH2:10])[CH:6]=[CH:5][C:4]=1[C:11]1[CH:16]=[CH:15][C:14]([C:17]([O:19][CH3:20])=[O:18])=[CH:13][CH:12]=1.B.C(=O)([O-])[O-:23].[Na+].[Na+].OO>C1COCC1.C(OCC)(=O)C>[OH:23][CH2:10][CH2:9][C:7]1[CH:6]=[CH:5][C:4]([C:11]2[CH:12]=[CH:13][C:14]([C:17]([O:19][CH3:20])=[O:18])=[CH:15][CH:16]=2)=[C:3]([O:2][CH3:1])[CH:8]=1 |f:2.3.4|. Reported procedure: A solution of Example 445A (228 mg) and 1M borane in THF (1.2 mL) in THF (2 mL) at room temperature was stirred for 5 hours, and treated sequentially with 2M sodium carbonate (1 mL) and 33% hydrogen peroxide (1 mL). The mixture was heated to 60° C. for 1 hour, diluted with ethyl acetate (100 mL), washed with water (45 mL) and brine (10 mL), dried (MgSO4), filtered, and concentrated The concentrate was purified by flash column chromatography on silica gel with 20-40% ethyl acetate/hexanes to prov... The reactants are OCC(c1cccc(Br)n1)N1CCOCC1, O=C([O-])[O-], CCC(C)(C)O, [K+], [K+], CC(C)(O)c1cc(F)c(-c2nc(C(N)=O)c(N)s2)c(F)c1, O=C(C=Cc1ccccc1)C=Cc1ccccc1, O=C(C=Cc1ccccc1)C=Cc1ccccc1, O=C(C=Cc1ccccc1)C=Cc1ccccc1, [Pd], [Pd]. Yields the product CC(C)(O)c1cc(F)c(-c2nc(C(N)=O)c(Nc3cccc(C(CO)N4CCOCC4)n3)s2)c(F)c1. RXN SMILES: [Br:22][c:23]1[cH:24][cH:25][cH:26][c:27]([CH:29]([CH2:30][OH:31])[N:32]2[CH2:33][CH2:34][O:35][CH2:36][CH2:37]2)[n:28]1.[C:38](=[O:39])([O-:40])[O-:41].[C:44]([OH:45])([CH2:46][CH3:47])([CH3:48])[CH3:49].[K+:42].[K+:43].[NH2:1][c:2]1[c:3]([C:19](=[O:20])[NH2:21])[n:4][c:5](-[c:7]2[c:8]([F:18])[cH:9][c:10]([C:14]([CH3:15])([CH3:16])[OH:17])[cH:11][c:12]2[F:13])[s:6]1.[O:52]=[C:53]([CH:54]=[CH:55][c:56]1[cH:57][cH:58][cH:59][cH:60][cH:61]1)[CH:62]=[CH:63][c:64]1[cH:65][cH:66][cH:67][cH:68][cH:69]1.[O:70]=[C:71]([CH:72]=[CH:73][c:74]1[cH:75][cH:76][cH:77][cH:78][cH:79]1)[CH:80]=[CH:81][c:82]1[cH:83][cH:84][cH:85][cH:86][cH:87]1.[O:88]=[C:89]([CH:90]=[CH:91][c:92]1[cH:93][cH:94][cH:95][cH:96][cH:97]1)[CH:98]=[CH:99][c:100]1[cH:101][cH:102][cH:103][cH:104][cH:105]1.[Pd:50].[Pd:51]>>[NH:1]([c:2]1[c:3]([C:19](=[O:20])[NH2:21])[n:4][c:5](-[c:7]2[c:8]([F:18])[cH:9][c:10]([C:14]([CH3:15])([CH3:16])[OH:17])[cH:11][c:12]2[F:13])[s:6]1)[c:23]1[cH:24][cH:25][cH:26][c:27]([CH:29]([CH2:30][OH:31])[N:32]2[CH2:33][CH2:34][O:35][CH2:36][CH2:37]2)[n:28]1. The reactants are C(C)(C)(C)C(=O)N[C@H](C(=O)OC)[C@H](C)C1=NC(=NO1)C1=C(C=C(C=C1)S(=O)(=O)C)Cl (Methyl (2S,3S)-2-[(tert-butylcarbonyl)amino]-3-[3-[2-chloro-4-(methylsulfonyl)phenyl]-1,2,4-oxadiazol-5-yl]butanoate), O1CCCC1 (tetrahydrofuran), O.[OH-].[Li+] (lithium hydroxide monohydrate). Solvent: O (water), O (water). Reported procedure: To a stirred solution of the ester from Step C (1 g, 2.11 mmol) in 50 mL of a 4:1 solution of tetrahydrofuran:water at 0° C. was added a solution of lithium hydroxide monohydrate (0.3 g, 6.33 mmol) in 8 mL of water. After stirring at 0° C. for 1 h, the THF was removed by evaporation under reduced pressure and 10 mL of 2N hydrochloric acid was added. The aqueous solution was extracted with three portions of ethyl acetate. The combined organic layers were washed with saturated aqueous brine, dried... Run at temperature 0 celsius, time 1 hour. Product: C(C)(C)(C)C(=O)N[C@H](C(=O)O)[C@H](C)C1=NC(=NO1)C1=C(C=C(C=C1)S(=O)(=O)C)Cl ((2S,3S)-2-[(tert-Butylcarbonyl)amino]-3-[3-[2-chloro-4-(methylsulfonyl)phenyl]-1,2,4-oxadiazol-5-yl]butanoic acid). Reaction SMILES: [C:1]([C:5]([NH:7][C@@H:8]([C@@H:13]([C:15]1[O:19][N:18]=[C:17]([C:20]2[CH:25]=[CH:24][C:23]([S:26]([CH3:29])(=[O:28])=[O:27])=[CH:22][C:21]=2[Cl:30])[N:16]=1)[CH3:14])[C:9]([O:11]C)=[O:10])=[O:6])([CH3:4])([CH3:3])[CH3:2].O1CCCC1.O.[OH-].[Li+]>O>[C:1]([C:5]([NH:7][C@@H:8]([C@@H:13]([C:15]1[O:19][N:18]=[C:17]([C:20]2[CH:25]=[CH:24][C:23]([S:26]([CH3:29])(=[O:28])=[O:27])=[CH:22][C:21]=2[Cl:30])[N:16]=1)[CH3:14])[C:9]([OH:11])=[O:10])=[O:6])([CH3:2])([CH3:3])[CH3:4] |f:2.3.4|. Reactants: ClC1=NNC=C1[N+](=O)[O-] (3-chloro-4-nitro-1H-pyrazole), BrC(C(=O)OCC)(C)C (ethyl 2-bromo-2-methylpropanoate), C(=O)([O-])[O-].[Cs+].[Cs+] (Cs2CO3). The solvent is CN(C)C=O (DMF). Conditions: temperature 100 celsius, time 2 hour. Product: ClC1=NN(C=C1[N+](=O)[O-])C(C(=O)OCC)(C)C (1—ethyl 2-(3-chloro-4-nitro-1H-pyrazol-1-yl)-2-methylpropanoate). Yield: 67.4%. RXN SMILES: [Cl:1][C:2]1[C:6]([N+:7]([O-:9])=[O:8])=[CH:5][NH:4][N:3]=1.Br[C:11]([CH3:18])([CH3:17])[C:12]([O:14][CH2:15][CH3:16])=[O:13].C([O-])([O-])=O.[Cs+].[Cs+]>CN(C=O)C>[Cl:1][C:2]1[C:6]([N+:7]([O-:9])=[O:8])=[CH:5][N:4]([C:11]([CH3:18])([CH3:17])[C:12]([O:14][CH2:15][CH3:16])=[O:13])[N:3]=1 |f:2.3.4|. Reported procedure: To a solution of 3-chloro-4-nitro-1H-pyrazole (1.0 g, 6.8 mmol) in DMF (30 mL) was added ethyl 2-bromo-2-methylpropanoate (2.00 g, 10.2 mmol) and Cs2CO3 (4.40 g, 13.6 mmol). The mixture was stirred at 100° C. for 2 h. After filtration, the solution was poured into water and extracted with ethyl acetate for 3 times. The organic layers were combined and dried over anhydrous Na2SO4. The solvent was evaporated in vacuo, the residue was purified by silica gel column chromatography to afford the title...